Dataset: the Open Reaction Database (ORD), a public repository of structured organic reaction records. Task: describe an organic reaction: reactants, conditions, products, and yield Reactants: CC(C)(C)OC(=O)NCc1cccc(NC(N)=N[N+](=O)[O-])c1, ClCCl, O=C(O)C(F)(F)F. Product: NCc1cccc(NC(N)=N[N+](=O)[O-])c1. RXN SMILES: [C:1]([O:2][C:3](=[O:4])[NH:7][CH2:8][c:9]1[cH:10][c:11]([NH:15][C:16](=[N:17][N+:18](=[O:19])[O-:20])[NH2:21])[cH:12][cH:13][cH:14]1)([CH3:5])([CH3:6])[CH3:22].[CH2:30]([Cl:31])[Cl:32].[OH:23][C:24]([C:25]([F:26])([F:27])[F:28])=[O:29]>>[NH2:7][CH2:8][c:9]1[cH:10][c:11]([NH:15][C:16](=[N:17][N+:18](=[O:19])[O-:20])[NH2:21])[cH:12][cH:13][cH:14]1. Reactants: BrC1=CSC2=C1N=C(N=C2)N (7-bromothieno[3,2-d]pyrimidin-2-amine), NC=1C=C(C=CC1)B(O)O (3-aminophenylboronic acid). The product is NC=1C=C(C=CC1)C1=CSC2=C1N=C(N=C2)N (7-(3-Aminophenyl)thieno[3,2-d]pyrimidin-2-amine). The yield is 75.9%. RXN SMILES: Br[C:2]1[C:6]2[N:7]=[C:8]([NH2:11])[N:9]=[CH:10][C:5]=2[S:4][CH:3]=1.[NH2:12][C:13]1[CH:14]=[C:15](B(O)O)[CH:16]=[CH:17][CH:18]=1>>[NH2:12][C:13]1[CH:18]=[C:17]([C:2]2[C:6]3[N:7]=[C:8]([NH2:11])[N:9]=[CH:10][C:5]=3[S:4][CH:3]=2)[CH:16]=[CH:15][CH:14]=1. Reported procedure: 7-(3-Aminophenyl)thieno[3,2-d]pyrimidin-2-amine (160 mg, 75% yield) was prepared in the same manner as Step 6 of Example 1 using 7-bromothieno[3,2-d]pyrimidin-2-amine (200 mg, 0.87 mmol) and 3-aminophenylboronic acid (120 mg, 0.87 mmol). The reactants are C(C)OC1=CC2=C(N=C(S2)S)C=C1 (6-ethoxy-2-mercaptobenzothiazole), COC1=CC=C(C=C1)C1=CC=C(C=C1)S(=O)(=O)NC(C(=O)OC)CC1CO1 (methyl 2-[(4′-methoxy[1,1′-biphenyl]-4-yl)sulfonyl]amino-4,5-epoxypentanoate), compound 20. The product is COC1=CC=C(C=C1)C1=CC=C(C=C1)S(=O)(=O)NC(C(=O)O)CC(CSC=1SC2=C(N1)C=CC(=C2)OCC)O (2-[(4′-Methoxy[1,1′-biphenyl]-4-yl)sulfonyl]amino-4-hydroxy-5-[(6-ethoxy-2-benzothiazolyl)thio]-pentanoic acid). As a reaction SMILES: [CH2:1]([O:3][C:4]1[CH:13]=[CH:12][C:7]2[N:8]=[C:9]([SH:11])[S:10][C:6]=2[CH:5]=1)[CH3:2].[CH3:14][O:15][C:16]1[CH:21]=[CH:20][C:19]([C:22]2[CH:27]=[CH:26][C:25]([S:28]([NH:31][CH:32]([CH2:37][CH:38]3[O:40][CH2:39]3)[C:33]([O:35]C)=[O:34])(=[O:30])=[O:29])=[CH:24][CH:23]=2)=[CH:18][CH:17]=1>>[CH3:14][O:15][C:16]1[CH:17]=[CH:18][C:19]([C:22]2[CH:23]=[CH:24][C:25]([S:28]([NH:31][CH:32]([CH2:37][CH:38]([OH:40])[CH2:39][S:11][C:9]3[S:10][C:6]4[CH:5]=[C:4]([O:3][CH2:1][CH3:2])[CH:13]=[CH:12][C:7]=4[N:8]=3)[C:33]([OH:35])=[O:34])(=[O:29])=[O:30])=[CH:26][CH:27]=2)=[CH:20][CH:21]=1. Reported procedure: Example 25 is prepared from 6-ethoxy-2-mercaptobenzothiazole and 1d using the procedure described for compound 20. Conditions: time 45 minute. Yields the product C(CC=C)N1C(=C(C2=CC=C(C=C12)C(=O)OC)C1CCCCC1)C1=C(C=CC=C1)C=C (Methyl 1-but-3-en-1-yl-3-cyclohexyl-2-(2-vinylphenyl)-1H-indole-6-carboxylate). Solvent: CCOC(=O)C (EtOAc), CN(C)C=O (DMF). Starting materials: [H-].[Na+] (NaH), BrCCC=C (4-bromobut-1-ene), BrCCC=C (4-bromobut-1-ene), solution, C1(CCCCC1)C1=C(NC2=CC(=CC=C12)C(=O)OC)C1=C(C=CC=C1)C=C (methyl 3-cyclohexyl-2-(2-vinylphenyl)-1H-indole-6-carboxylate), [H-].[Na+] (NaH). Procedure details: To a 0.3M solution of methyl 3-cyclohexyl-2-(2-vinylphenyl)-1H-indole-6-carboxylate in dry DMF, 60% NaH (1.5 eq) in mineral oil was added at 0° C.; after stirring for 45 min at RT, 4-bromobut-1-ene (1.5 eq) was added and the suspension was stirred for 5 h at 40° C. and then 1 day at RT (NaH and 4-bromobut-1-ene were added several times). The mixture was diluted with EtOAc, washed with 1N HCl, water and brine, dried (Na2SO4) and concentrated in vacuo to give, after chromatography (PE/EtOAc 95:5),... As a reaction SMILES: [CH:1]1([C:7]2[C:15]3[C:10](=[CH:11][C:12]([C:16]([O:18][CH3:19])=[O:17])=[CH:13][CH:14]=3)[NH:9][C:8]=2[C:20]2[CH:25]=[CH:24][CH:23]=[CH:22][C:21]=2[CH:26]=[CH2:27])[CH2:6][CH2:5][CH2:4][CH2:3][CH2:2]1.[H-].[Na+].Br[CH2:31][CH2:32][CH:33]=[CH2:34]>CN(C=O)C.CCOC(C)=O>[CH2:34]([N:9]1[C:10]2[C:15](=[CH:14][CH:13]=[C:12]([C:16]([O:18][CH3:19])=[O:17])[CH:11]=2)[C:7]([CH:1]2[CH2:6][CH2:5][CH2:4][CH2:3][CH2:2]2)=[C:8]1[C:20]1[CH:25]=[CH:24][CH:23]=[CH:22][C:21]=1[CH:26]=[CH2:27])[CH2:33][CH:32]=[CH2:31] |f:1.2|. Starting materials: [C-]#N, FC(F)(F)COc1c(Cl)cccc1CBr, [Na+], CN(C)C=O. Yields the product N#CCc1cccc(Cl)c1OCC(F)(F)F. Reaction SMILES: [C-:16]#[N:17].[F:1][C:2]([CH2:3][O:4][c:5]1[c:6]([CH2:7][Br:8])[cH:9][cH:10][cH:11][c:12]1[Cl:13])([F:14])[F:15].[Na+:18].[O:19]=[CH:20][N:21]([CH3:22])[CH3:23]>>[F:1][C:2]([CH2:3][O:4][c:5]1[c:6]([CH2:7][C:16]#[N:17])[cH:9][cH:10][cH:11][c:12]1[Cl:13])([F:14])[F:15]. Starting materials: CC1(OC[C@@H](O1)CON)C ((R)-O-((2,2-Dimethyl-1,3-dioxolan-4-yl)methyl)hydroxylamine), FC1=C(C=CC(=C1)I)NC1=CC(N(C=2N=CNC(C21)=O)C)=O (5-(2-fluoro-4-iodophenylamino)-8-methylpyrido[2,3-d]pyrimidine-4,7(3H,8H)-dione), C([O-])([O-])=O.[K+].[K+] (potassium carbonate), ClC1=C(C=C(C=C1)[N+](=O)[O-])[N+](=O)[O-] (1-chloro-2,4-dinitrobenzene). Run in CC(=O)N(C)C (DMA). Reaction conditions: temperature 80 celsius, time 1 hour. Product: O[C@@H](CON1C=NC2=C(C1=O)C(=CC(N2C)=O)NC2=C(C=C(C=C2)I)F)CO ((R)-3-(2,3-Dihydroxypropoxy)-5-(2-fluoro-4-iodophenylamino)-8-methylpyrido[2,3-d]pyrimidine-4,7(3H,8H)-dione). Yield: 13.2%. Reaction SMILES: [F:1][C:2]1[CH:7]=[C:6]([I:8])[CH:5]=[CH:4][C:3]=1[NH:9][C:10]1[C:19]2[C:18](=[O:20])[NH:17][CH:16]=[N:15][C:14]=2[N:13]([CH3:21])[C:12](=[O:22])[CH:11]=1.C(=O)([O-])[O-].[K+].[K+].ClC1C=CC([N+]([O-])=O)=CC=1[N+]([O-])=O.CC1(C)[O:47][C@@H:46]([CH2:48][O:49]N)[CH2:45][O:44]1>CC(N(C)C)=O>[OH:47][C@H:46]([CH2:48][OH:49])[CH2:45][O:44][N:17]1[C:18](=[O:20])[C:19]2[C:10]([NH:9][C:3]3[CH:4]=[CH:5][C:6]([I:8])=[CH:7][C:2]=3[F:1])=[CH:11][C:12](=[O:22])[N:13]([CH3:21])[C:14]=2[N:15]=[CH:16]1 |f:1.2.3|. Procedure: Compound 5F (1.31 g, 3.17 mmol), potassium carbonate (1.1 g, 7.92 mmol) and 1-chloro-2,4-dinitrobenzene (1.60 g, 7.92 mmol) were stirred in DMA at 80° C. for 2 hours. (R)-O-((2,2-Dimethyl-1,3-dioxolan-4-yl)methyl)hydroxylamine (4.66 g, 31.7 mmol) was added at r.t and the reaction was stirred for 1 hour at 80° C. Purification by prep-HPLC gave 210 mg (13%) of the title compound as a clear yellow solid (Deprotection occurred while concentrating the purification fractions containing 0.5% of TFA). 1... Reactants: CC1(C(C1C(=O)O)C(=O)O)C (caronic acid), FC(C(=O)OC(C(F)(F)F)=O)(F)F (trifluoroacetic anhydride). The solvent is C1(=CC=CC=C1)C (toluene). Conditions: time 3 hour. The product is CC1(C2C1C(=O)OC2=O)C (3,3-Dimethyl-1,2-cyclopropane Dicarboxylic Anhydride). As a reaction SMILES: [CH3:1][C:2]1([CH3:11])[CH:4]([C:5](O)=[O:6])[CH:3]1[C:8]([OH:10])=[O:9].FC(F)(F)C(OC(=O)C(F)(F)F)=O>C1(C)C=CC=CC=1>[CH3:1][C:2]1([CH3:11])[CH:4]2[C:5]([O:9][C:8](=[O:10])[CH:3]12)=[O:6]. Procedure: To a solution containing the product (caronic acid) of step 1 (10 g) in toluene (35 mL) was added trifluoroacetic anhydride (17.9 mL) over 10 min. The mixture was heated to reflux while simultaneously distilling out trifluoroacetic acid and excess trifluoroacetic anhydride. When the temperature reached 100-110° C., additional toluene (20 mL) was added and the reaction mixture was heated under reflux. After 3 h, the mixture was concentrated to about 30 mL. Toluene (70 mL) was added and the mixtur...